Dataset: the Open Reaction Database (ORD), a public repository of structured organic reaction records. Task: describe an organic reaction: reactants, conditions, products, and yield The reactants are BrC1=CC(N(C=C1C#N)C(C(=O)NC1=CC=C(C(=O)OC(C)(C)C)C=C1)C)=O (tert-butyl 4-{[2-(4-bromo-5-cyano-2-oxopyridin-1(2H)-yl)propanoyl]amino}benzoate), ClC=1C=CC(=C(C1)B(O)O)C(F)(F)F (5-chloro-2-trifluoromethylphenylboronic acid), [1,1-bis(diphenylphosphino)ferrocene]palladium(II) chloride dichloromethane. The product is ClC=1C=CC(=C(C1)C1=CC(N(C=C1C#N)C(C(=O)NC1=CC=C(C(=O)OC(C)(C)C)C=C1)C)=O)C(F)(F)F (tert-Butyl 4-[(2-{4-[5-chloro-2-(trifluoromethyl)phenyl]-5-cyano-2-oxopyridin-1(2H)-yl}propanoyl)amino]benzoate). As a reaction SMILES: Br[C:2]1[C:7]([C:8]#[N:9])=[CH:6][N:5]([CH:10]([CH3:27])[C:11]([NH:13][C:14]2[CH:26]=[CH:25][C:17]([C:18]([O:20][C:21]([CH3:24])([CH3:23])[CH3:22])=[O:19])=[CH:16][CH:15]=2)=[O:12])[C:4](=[O:28])[CH:3]=1.[Cl:29][C:30]1[CH:31]=[CH:32][C:33]([C:39]([F:42])([F:41])[F:40])=[C:34](B(O)O)[CH:35]=1>>[Cl:29][C:30]1[CH:31]=[CH:32][C:33]([C:39]([F:40])([F:41])[F:42])=[C:34]([C:2]2[C:7]([C:8]#[N:9])=[CH:6][N:5]([CH:10]([CH3:27])[C:11]([NH:13][C:14]3[CH:26]=[CH:25][C:17]([C:18]([O:20][C:21]([CH3:24])([CH3:23])[CH3:22])=[O:19])=[CH:16][CH:15]=3)=[O:12])[C:4](=[O:28])[CH:3]=2)[CH:35]=1. Procedure details: 127 mg (purity 70%, 0.2 mmol) of tert-butyl 4-{[2-(4-bromo-5-cyano-2-oxopyridin-1(2H)-yl)propanoyl]amino}benzoate (racemate) and 54 mg (0.24 mmol) of 5-chloro-2-trifluoromethylphenylboronic acid in the presence of [1,1-bis(diphenylphosphino)ferrocene]palladium(II) chloride/dichloromethane monoadduct were reacted according to General Method 2A. After aqueous work-up, the crude product was triturated with water and the solid was filtered off, dried and purified further by flash chromatography (sil... Starting materials: ClC1=C2C(=NC=C1[N+](=O)[O-])SC=C2 (4-chloro-5-nitrothieno[2,3-b]pyridine), N1C[C@H](CCC1)NC(OC(C)(C)C)=O (tert-butyl (3S)-piperidin-3-ylcarbamate), CCN(C(C)C)C(C)C (DIPEA). Solvent: C(CCC)O (1-butanol). Run at temperature 110 celsius, time 12 hour. Product: [N+](=O)([O-])C=1C(=C2C(=NC1)SC=C2)N2C[C@H](CCC2)NC(OC(C)(C)C)=O (tert-Butyl [(3S)-1-(5-nitrothieno[2,3-b]pyridin-4-yl)piperidin-3-yl]carbamate). The yield is 93.7%. As a reaction SMILES: Cl[C:2]1[C:7]([N+:8]([O-:10])=[O:9])=[CH:6][N:5]=[C:4]2[S:11][CH:12]=[CH:13][C:3]=12.[NH:14]1[CH2:19][CH2:18][CH2:17][C@H:16]([NH:20][C:21](=[O:27])[O:22][C:23]([CH3:26])([CH3:25])[CH3:24])[CH2:15]1.CCN(C(C)C)C(C)C>C(O)CCC>[N+:8]([C:7]1[C:2]([N:14]2[CH2:19][CH2:18][CH2:17][C@H:16]([NH:20][C:21](=[O:27])[O:22][C:23]([CH3:25])([CH3:24])[CH3:26])[CH2:15]2)=[C:3]2[CH:13]=[CH:12][S:11][C:4]2=[N:5][CH:6]=1)([O-:10])=[O:9]. Procedure: To a vial containing 4-chloro-5-nitrothieno[2,3-b]pyridine (138.2 mg, 0.6439 mmol) and tert-butyl (3S)-piperidin-3-ylcarbamate (Combi-Blocks, 325.5 mg, 1.625 mmol), 1-butanol (3.00 mL) was added, followed by DIPEA (201.4 mg, 1.558 mmol), then the mixture was stirred at 110° C. for 12 h. After cooling to room temperature, the reaction mixture was concentrated under reduced pressure. The resulting residue was purified by chromatography on silica gel (0-100% EtOAc in hexanes) to give the title comp...